From a dataset of the Open Reaction Database (ORD), a public repository of structured organic reaction records. describe an organic reaction: reactants, conditions, products, and yield Starting materials: O=C(Cl)c1ccccc1, NCCCCn1cnc2c(N)nc3ccccc3c21, c1ccncc1. The product is Nc1nc2ccccc2c2c1ncn2CCCCNC(=O)c1ccccc1. As a reaction SMILES: [C:20]([c:21]1[cH:22][cH:23][cH:24][cH:25][cH:26]1)(=[O:27])[Cl:28].[NH2:1][CH2:2][CH2:3][CH2:4][CH2:5][n:6]1[cH:7][n:8][c:9]2[c:10]([NH2:19])[n:11][c:12]3[cH:13][cH:14][cH:15][cH:16][c:17]3[c:18]12.[cH:29]1[cH:30][cH:31][n:32][cH:33][cH:34]1>>[NH:1]([CH2:2][CH2:3][CH2:4][CH2:5][n:6]1[cH:7][n:8][c:9]2[c:10]([NH2:19])[n:11][c:12]3[cH:13][cH:14][cH:15][cH:16][c:17]3[c:18]12)[C:20]([c:21]1[cH:22][cH:23][cH:24][cH:25][cH:26]1)=[O:27].